This data is from the Open Reaction Database (ORD), a public repository of structured organic reaction records. The task is: describe an organic reaction: reactants, conditions, products, and yield Starting materials: COC(=O)Cc1c(Br)csc1-c1ccc(O[Si](C)(C)C(C)(C)C)cc1, CC(C)(C)[Si](C)(C)Oc1ccc(B(O)O)cc1, COC(=O)Cc1c(-c2ccccc2Cl)csc1-c1ccc(O[Si](C)(C)C(C)(C)C)cc1, C1CCOC1, CCCC[N+](CCCC)(CCCC)CCCC, OB(O)c1ccccc1Cl, [F-]. Product: COC(=O)Cc1c(-c2ccccc2Cl)csc1-c1ccc(O)cc1. As a reaction SMILES: [Br:18][c:19]1[c:20]([CH2:21][C:22]([O:23][CH3:24])=[O:25])[c:26](-[c:27]2[cH:28][cH:29][c:30]([O:31][Si:32]([C:33]([CH3:34])([CH3:35])[CH3:36])([CH3:37])[CH3:38])[cH:39][cH:40]2)[s:41][cH:42]1.[C:1]([Si:2]([CH3:3])([CH3:4])[O:5][c:6]1[cH:7][cH:8][c:9]([B:10]([OH:11])[OH:12])[cH:13][cH:14]1)([CH3:15])([CH3:16])[CH3:17].[C:53]([Si:54]([CH3:55])([CH3:56])[O:58][c:59]1[cH:60][cH:61][c:62](-[c:65]2[s:66][cH:67][c:68](-[c:75]3[c:76]([Cl:81])[cH:77][cH:78][cH:79][cH:80]3)[c:69]2[CH2:70][C:71](=[O:72])[O:73][CH3:74])[cH:63][cH:64]1)([CH3:57])([CH3:82])[CH3:83].[CH2:102]1[O:103][CH2:104][CH2:105][CH2:106]1.[CH3:85][CH2:86][CH2:87][CH2:88][N+:89]([CH2:90][CH2:91][CH2:92][CH3:93])([CH2:94][CH2:95][CH2:96][CH3:97])[CH2:98][CH2:99][CH2:100][CH3:101].[Cl:43][c:44]1[cH:45][cH:46][cH:47][cH:48][c:49]1[B:50]([OH:51])[OH:52].[F-:84]>>[OH:58][c:59]1[cH:60][cH:61][c:62](-[c:65]2[s:66][cH:67][c:68](-[c:75]3[c:76]([Cl:81])[cH:77][cH:78][cH:79][cH:80]3)[c:69]2[CH2:70][C:71](=[O:72])[O:73][CH3:74])[cH:63][cH:64]1. Starting materials: CC(CC[C@]1(C(C(=C(C2=CC=CC=C12)O)C1=NS(C2=C(N1)C=CC(=C2)NC(OC(C)(C)C)=O)(=O)=O)=O)C)(C)C (tert-butyl 3-[(4R)-4-(3,3-dimethylbutyl)-1-hydroxy-4-methyl-3-oxo-3,4-dihydronaphthalen-2-yl]-1,1-dioxido-4H-1,2,4-benzothiadiazin-7-ylcarbamate), Cl (hydrochloric acid). The solvent is O1CCOCC1 (1,4-dioxane). Product: Cl.NC1=CC2=C(NC(=NS2(=O)=O)C=2C([C@](C3=CC=CC=C3C2O)(C)CCC(C)(C)C)=O)C=C1 ((1R)-3-(7-amino-1,1-dioxido-4H-1,2,4-benzothiadiazin-3-yl)-1-(3,3-dimethylbutyl)-4-hydroxy-1-methylnaphthalen-2(1H)-one hydrochloride). Isolated yield 93.0%. Reaction SMILES: [CH3:1][C:2]([CH3:39])([CH3:38])[CH2:3][CH2:4][C@:5]1([CH3:37])[C:14]2[C:9](=[CH:10][CH:11]=[CH:12][CH:13]=2)[C:8]([OH:15])=[C:7]([C:16]2[NH:21][C:20]3[CH:22]=[CH:23][C:24]([NH:26]C(=O)OC(C)(C)C)=[CH:25][C:19]=3[S:18](=[O:35])(=[O:34])[N:17]=2)[C:6]1=[O:36].[ClH:40]>O1CCOCC1>[ClH:40].[NH2:26][C:24]1[CH:23]=[CH:22][C:20]2[NH:21][C:16]([C:7]3[C:6](=[O:36])[C@@:5]([CH2:4][CH2:3][C:2]([CH3:1])([CH3:38])[CH3:39])([CH3:37])[C:14]4[C:9]([C:8]=3[OH:15])=[CH:10][CH:11]=[CH:12][CH:13]=4)=[N:17][S:18](=[O:35])(=[O:34])[C:19]=2[CH:25]=1 |f:3.4|. Procedure: A solution of Example 49F (1.91 g, 3.45 mmol) in 4 M hydrochloric acid in 1,4-dioxane (30 mL) was stirred at 25° C. for 1 hour. The solution was concentrated in vacuo and the residue was triturated in diethyl ether to give 1.58 g (93%) of the title compound. 1H NMR (300 MHz, DMSO-d6): δ ppm 0.38 (td, J=12.87, 3.68 Hz, 1H) 0.78 (m, 10H) 1.59 (s, 3H) 2.08 (m, 1H) 2.23 (td, J=12.78, 4.60 Hz, 1H) 7.07 (m, 2H) 7.53 (m, 2H) 7.77 (m, 2H) 8.16 (d, J=7.72 Hz, 1H) 13.58 (s, 1H); MS (ESI+) m/z 454 (M+H)+.